This data is from the Open Reaction Database (ORD), a public repository of structured organic reaction records. The task is: describe an organic reaction: reactants, conditions, products, and yield Starting materials: [Br-], COC(=O)c1nc(SC)n2c1CN=C(c1ccccc1Cl)c1cc(Cl)ccc1-2, CO, [K+], N. The product is CSc1nc(C(N)=O)c2n1-c1ccc(Cl)cc1C(c1ccccc1Cl)=NC2. RXN SMILES: [Br-:30].[CH3:1][O:2][C:3](=[O:4])[c:5]1[n:6][c:7]([S:27][CH3:28])[n:8]2[c:9]1[CH2:10][N:11]=[C:12]([c:20]1[c:21]([Cl:26])[cH:22][cH:23][cH:24][cH:25]1)[c:13]1[c:14]-2[cH:15][cH:16][c:17]([Cl:19])[cH:18]1.[CH3:32][OH:33].[K+:31].[NH3:29]>>[O:2]=[C:3]([c:5]1[n:6][c:7]([S:27][CH3:28])[n:8]2[c:9]1[CH2:10][N:11]=[C:12]([c:20]1[c:21]([Cl:26])[cH:22][cH:23][cH:24][cH:25]1)[c:13]1[c:14]-2[cH:15][cH:16][c:17]([Cl:19])[cH:18]1)[NH2:29].